Dataset: the Open Reaction Database (ORD), a public repository of structured organic reaction records. Task: describe an organic reaction: reactants, conditions, products, and yield The reactants are ClCC(=O)C1=C2C=CC(NC2=C(C=C1)O)=O (5-chloroacetyl-8-hydroxycarbostyril), N1CCCCC1 (piperidine). Solvent: C1=CC=CC=C1 (benzene). Conditions: time 6 hour. The product is N1(CCCCC1)CC(=O)C1=C2C=CC(NC2=C(C=C1)O)=O (5-piperidinoacetyl-8-hydroxycarbostyril). Reaction SMILES: Cl[CH2:2][C:3]([C:5]1[CH:14]=[CH:13][C:12]([OH:15])=[C:11]2[C:6]=1[CH:7]=[CH:8][C:9](=[O:16])[NH:10]2)=[O:4].[NH:17]1[CH2:22][CH2:21][CH2:20][CH2:19][CH2:18]1>C1C=CC=CC=1>[N:17]1([CH2:2][C:3]([C:5]2[CH:14]=[CH:13][C:12]([OH:15])=[C:11]3[C:6]=2[CH:7]=[CH:8][C:9](=[O:16])[NH:10]3)=[O:4])[CH2:22][CH2:21][CH2:20][CH2:19][CH2:18]1. Reported procedure: 10 g of 5-chloroacetyl-8-hydroxycarbostyril (IV) prepared in Example 4 or 8 was suspended in 50 ml of benzene, and 10 ml of piperidine (III) was added to the suspension followed by allowing the mixture to react while heating under refluxing and stirring for 6 hours. The reaction mixture was filtered to recover the reaction product which was then washed with benzene and then with 50 ml of isopropanol. The resulting insoluble material was dissolved in 150 ml of a 2% aqueous hydrochloric acid. The ... The reactants are CC(C)(C)OC(=O)NC1CCC(Nc2ncc3c(-c4ccnc(NCc5cccc(Cl)c5)n4)n[nH]c3n2)CC1, CCO, Cl. Yields the product NC1CCC(Nc2ncc3c(-c4ccnc(NCc5cccc(Cl)c5)n4)n[nH]c3n2)CC1. As a reaction SMILES: [C:1]([O:2][C:3](=[O:4])[NH:7][CH:8]1[CH2:9][CH2:10][CH:11]([NH:14][c:15]2[n:16][cH:17][c:18]3[c:19]([n:20]2)[nH:21][n:22][c:23]3-[c:24]2[n:25][c:26]([NH:30][CH2:31][c:32]3[cH:33][c:34]([Cl:38])[cH:35][cH:36][cH:37]3)[n:27][cH:28][cH:29]2)[CH2:12][CH2:13]1)([CH3:5])([CH3:6])[CH3:39].[CH3:41][CH2:42][OH:43].[ClH:40]>>[NH2:7][CH:8]1[CH2:9][CH2:10][CH:11]([NH:14][c:15]2[n:16][cH:17][c:18]3[c:19]([n:20]2)[nH:21][n:22][c:23]3-[c:24]2[n:25][c:26]([NH:30][CH2:31][c:32]3[cH:33][c:34]([Cl:38])[cH:35][cH:36][cH:37]3)[n:27][cH:28][cH:29]2)[CH2:12][CH2:13]1. Reactants: CCN(C(C)C)C(C)C (DIEA), CC(C(=O)C1=NN(C2=CC(=CC=C12)OC)CC(=O)O)(C)C ([3-(2,2-dimethylpropanoyl)-6-methoxy-1H-indazol-1-yl]acetic acid), C=1C=CC2=C(C1)N=NN2O (HOBt), C(CC)NCCCC (N-propylbutylamine). Run in CN(C)C=O (DMF), C(CCl)Cl (EDC). Conditions: temperature 45 celsius, time 2 hour. Yields the product C(CCC)N(C(CN1N=C(C2=CC=C(C=C12)OC)C(C(C)(C)C)=O)=O)CCC (N-Butyl-2-[3-(2,2-dimethylpropanoyl)-6-methoxy-1H-indazol-1-yl]-N-propylacetamide). Reaction SMILES: [CH3:1][C:2]([CH3:21])([CH3:20])[C:3]([C:5]1[C:13]2[C:8](=[CH:9][C:10]([O:14][CH3:15])=[CH:11][CH:12]=2)[N:7]([CH2:16][C:17]([OH:19])=O)[N:6]=1)=[O:4].C1C=CC2N(O)N=NC=2C=1.[CH2:32]([NH:35][CH2:36][CH2:37][CH2:38][CH3:39])[CH2:33][CH3:34].CCN(C(C)C)C(C)C>CN(C=O)C.C(Cl)CCl>[CH2:36]([N:35]([CH2:32][CH2:33][CH3:34])[C:17](=[O:19])[CH2:16][N:7]1[C:8]2[C:13](=[CH:12][CH:11]=[C:10]([O:14][CH3:15])[CH:9]=2)[C:5]([C:3](=[O:4])[C:2]([CH3:1])([CH3:21])[CH3:20])=[N:6]1)[CH2:37][CH2:38][CH3:39]. Procedure details: Weigh 29.0 mg [3-(2,2-dimethylpropanoyl)-6-methoxy-1H-indazol-1-yl]acetic acid, 23.0 mg HOBt, and 38.3 mg EDC into a 13×100 mm screw cap tube. Add 17.3 mg N-propylbutylamine followed by 1 mL DMF and 45.2 mg DIEA in that order. The mixture was stirred at 45° C. for two hours and purified by RP-HPLC using 65-100% MeCN gradient. The pure product fractions were pooled and lyophilized to give the title compound as white solid. LC-MS: 4.20 min. (m/Z=388.3, 410.3). The reactants are CS(=O)(=O)OCC1CCC(CC1)CCCCC (4-n-pentylcyclohexylmethyl methanesulfonate), C(#N)C1=C(O)C=CC(=C1C#N)O (2,3-dicyanohydroquinone), [OH-].[K+] (potassium hydroxide), CO (methanol). Solvent: CN(C=O)C (N,N-dimethylformamide), O (water). Conditions: temperature 50 celsius, time 3 hour. Yields the product C(#N)C1=C(C=CC(=C1C#N)O)OCC1CCC(CC1)CCCCC (4-n-pentylcyclohexylmethyl 2,3-dicyano-4-hydroxyphenyl ether). The yield is 31.5%. As a reaction SMILES: [C:1]([C:3]1[C:9]([C:10]#[N:11])=[C:8]([OH:12])[CH:7]=[CH:6][C:4]=1[OH:5])#[N:2].[OH-].[K+].CO.CS(O[CH2:22][CH:23]1[CH2:28][CH2:27][CH:26]([CH2:29][CH2:30][CH2:31][CH2:32][CH3:33])[CH2:25][CH2:24]1)(=O)=O>O.CN(C)C=O>[C:1]([C:3]1[C:9]([C:10]#[N:11])=[C:8]([OH:12])[CH:7]=[CH:6][C:4]=1[O:5][CH2:22][CH:23]1[CH2:28][CH2:27][CH:26]([CH2:29][CH2:30][CH2:31][CH2:32][CH3:33])[CH2:25][CH2:24]1)#[N:2] |f:1.2|. Reported procedure: 5.6 g of 2,3-dicyanohydroquinone and 4.6 g of 85%-potassium hydroxide were added to a mixture solvent to 15 ml of methanol and 60 ml of N,N-dimethylformamide, followed by heating to 50° C. to provide a solution. To the solution, 11.0 g of 4-n-pentylcyclohexylmethyl methanesulfonate was added, followed by stirring for 3 hours at 100° C. After the reaction, the reaction mixture was poured into cold water and washed with ether. The water layer was acidified with 6N-hydrochloric acid aqueous solutio... The reactants are COC=1C=C(C=C(C1)OC)C(C(=O)O)SC1=CC=CC=C1 (2-(3,5-dimethoxyphenyl)-2-(phenyl-sulfanyl)acetic acid), C(=O)(N1C=NC=C1)N1C=NC=C1 (1,1′-carbonyldiimidazole), CNCC1=CC(=CC=C1)OC (N-methyl-3-methoxy-benzylamine). Run in ClCCl (dichloromethane), ClCCl (dichloromethane). Reaction conditions: time 1 hour. Product: COC=1C=C(CN(C(C(SC2=CC=CC=C2)C2=CC(=CC(=C2)OC)OC)=O)C)C=CC1 (N-(3-methoxy-benzyl)-N-methyl-2-(3,5-dimetoxyphenyl)-2-(phenylsulfanyl)-acetamide). Yield: 105.5%. Reaction SMILES: [CH3:1][O:2][C:3]1[CH:4]=[C:5]([CH:11]([S:15][C:16]2[CH:21]=[CH:20][CH:19]=[CH:18][CH:17]=2)[C:12]([OH:14])=O)[CH:6]=[C:7]([O:9][CH3:10])[CH:8]=1.C(N1C=CN=C1)(N1C=CN=C1)=O.[CH3:34][NH:35][CH2:36][C:37]1[CH:42]=[CH:41][CH:40]=[C:39]([O:43][CH3:44])[CH:38]=1>ClCCl>[CH3:44][O:43][C:39]1[CH:38]=[C:37]([CH:42]=[CH:41][CH:40]=1)[CH2:36][N:35]([CH3:34])[C:12](=[O:14])[CH:11]([C:5]1[CH:6]=[C:7]([O:9][CH3:10])[CH:8]=[C:3]([O:2][CH3:1])[CH:4]=1)[S:15][C:16]1[CH:21]=[CH:20][CH:19]=[CH:18][CH:17]=1. Procedure: A solution of 2-(3,5-dimethoxyphenyl)-2-(phenyl-sulfanyl)acetic acid (6.0 g) in dichloromethane (50 ml) was treated with 1,1′-carbonyldiimidazole (3.24 g) at room temperature for 2 hours. A solution of N-methyl-3-methoxy-benzylamine (3.4 g) in dichloromethane (15 ml) was added and the stirring was continued for one hour. The reaction mixture was washed with aqueous hydrochloric acid (1M, 50 ml) and aqueous sodium hydroxide (1M, 50 ml). The organic phase was dried and concentrated to dryness leav... Solvent: CC(C)O (propan-2-ol), CO (methanol). Reactants: Br (hydrobromic acid), OC1=C(C=C2CCNC(C2=C1)C1(CC(C1)(C)C)C1=C(C=CC=C1)Cl)OC (7-hydroxy-6-methoxy-[1-(2-chlorophenyl)-3,3-dimethylcyclobutyl]-1,2,3,4-tetrahydroisoquinoline), C=O (formaldehyde), C(#N)[BH3-].[Na+] (Sodium cyanoborohydride). Yields the product Br.OC1=C(C=C2CCN(C(C2=C1)C1(CC(C1)(C)C)C1=C(C=CC=C1)Cl)C)OC (7-hydroxy-6-methoxy-2-methyl-1-[1-(2-chlorophenyl)-3,3-dimethylcyclobutyl]-1,2,3,4-tetrahydroisoquinoline hydrobromide). Procedure details: A mixture of 7-hydroxy-6-methoxy-[1-(2-chlorophenyl)-3,3-dimethylcyclobutyl]-1,2,3,4-tetrahydroisoquinoline (3.7 g), methanol (50 ml) and 37-40% aqueous formaldehyde solution was cooled to 5° C. Sodium cyanoborohydride (1.4 g) was added and the mixture stirred for 1.5 hours. The solvents were removed by evaporation and the residue partitioned between water and dichloromethane. The organic layer was washed with aqueous ammonia solution and then brine, dried and the solvent removed by evaporation ... Reaction conditions: temperature 5 celsius, time 1.5 hour. RXN SMILES: [OH:1][C:2]1[CH:11]=[C:10]2[C:5]([CH2:6][CH2:7][NH:8][CH:9]2[C:12]2([C:18]3[CH:23]=[CH:22][CH:21]=[CH:20][C:19]=3[Cl:24])[CH2:15][C:14]([CH3:17])([CH3:16])[CH2:13]2)=[CH:4][C:3]=1[O:25][CH3:26].C=O.[C:29]([BH3-])#N.[Na+].[BrH:33]>CC(O)C.CO>[BrH:33].[OH:1][C:2]1[CH:11]=[C:10]2[C:5]([CH2:6][CH2:7][N:8]([CH3:29])[CH:9]2[C:12]2([C:18]3[CH:23]=[CH:22][CH:21]=[CH:20][C:19]=3[Cl:24])[CH2:15][C:14]([CH3:17])([CH3:16])[CH2:13]2)=[CH:4][C:3]=1[O:25][CH3:26] |f:2.3,7.8|. Reactants: CC1=C(C(=NO1)C1=CC=CC=C1)CO ((5-methyl-3-phenyl-isoxazol-4-yl)-methanol), OC1=NC=C(C=C1)[N+](=O)[O-] (2-hydroxy-5-nitro-pyridine). Yields the product CC1=C(C(=NO1)C1=CC=CC=C1)COC1=NC=C(C=C1)[N+](=O)[O-] (2-(5-Methyl-3-phenyl-isoxazol-4-ylmethoxy)-5-nitro-pyridine). Isolated yield 37.0%. As a reaction SMILES: [CH3:1][C:2]1[O:6][N:5]=[C:4]([C:7]2[CH:12]=[CH:11][CH:10]=[CH:9][CH:8]=2)[C:3]=1[CH2:13][OH:14].O[C:16]1[CH:21]=[CH:20][C:19]([N+:22]([O-:24])=[O:23])=[CH:18][N:17]=1>>[CH3:1][C:2]1[O:6][N:5]=[C:4]([C:7]2[CH:12]=[CH:11][CH:10]=[CH:9][CH:8]=2)[C:3]=1[CH2:13][O:14][C:16]1[CH:21]=[CH:20][C:19]([N+:22]([O-:24])=[O:23])=[CH:18][N:17]=1. Procedure: As described for example 4, (5-methyl-3-phenyl-isoxazol-4-yl)-methanol (200 mg, 1.06 mmol) was converted using 2-hydroxy-5-nitro-pyridine instead of 2-hydroxy-5-trifluoromethylpyridine to the title compound (SiO2, heptane:ethyl acetate:dichloromethane=80:0:20 to 50:30:20, 122 mg, 37%) which was obtained as a white solid. MS: m/e=312.2 [M+H]+. Reactants: ClC1=CC(=C(C(=O)C2=C(C=C(N2C)C(=O)OC)C)C=C1)OC (Methyl 5-(4-chloro-2-methoxybenzoyl)-1,4-dimethylpyrrole-2-carboxylate), BrN1C(CCC1=O)=O (N-bromosuccinimide). Solvent: C(Cl)(Cl)(Cl)Cl (carbon tetrachloride). Product: BrCC=1C=C(N(C1C(C1=C(C=C(C=C1)Cl)OC)=O)C)C(=O)OC (methyl 4-(bromomethyl)-5-(4-chloro-2-methoxybenzoyl)-1-methyl-pyrrole-2-carboxylate). Reaction SMILES: [Cl:1][C:2]1[CH:20]=[CH:19][C:5]([C:6]([C:8]2[N:12]([CH3:13])[C:11]([C:14]([O:16][CH3:17])=[O:15])=[CH:10][C:9]=2[CH3:18])=[O:7])=[C:4]([O:21][CH3:22])[CH:3]=1.[Br:23]N1C(=O)CCC1=O>C(Cl)(Cl)(Cl)Cl>[Br:23][CH2:18][C:9]1[CH:10]=[C:11]([C:14]([O:16][CH3:17])=[O:15])[N:12]([CH3:13])[C:8]=1[C:6](=[O:7])[C:5]1[CH:19]=[CH:20][C:2]([Cl:1])=[CH:3][C:4]=1[O:21][CH3:22]. Procedure: Methyl 5-(4-chloro-2-methoxybenzoyl)-1,4-dimethylpyrrole-2-carboxylate (0.5 g, 0.0015 m) was brominated with N-bromosuccinimide (0.32 g, 0.0018 m) in carbon tetrachloride according to the procedure of Example 4, Step A, to afford methyl 4-(bromomethyl)-5-(4-chloro-2-methoxybenzoyl)-1-methyl-pyrrole-2-carboxylate.